Dataset: the Open Reaction Database (ORD), a public repository of structured organic reaction records. Task: describe an organic reaction: reactants, conditions, products, and yield Reactants: Brc1c[nH]c2ncccc12, C1CCOC1, [Li]CCCC, Cc1ccc(S(=O)(=O)Cl)cc1. Yields the product Cc1ccc(S(=O)(=O)n2cc(Br)c3cccnc32)cc1. Reaction SMILES: [Br:1][c:2]1[cH:3][nH:4][c:5]2[n:6][cH:7][cH:8][cH:9][c:10]12.[CH2:27]1[O:28][CH2:29][CH2:30][CH2:31]1.[CH3:11][CH2:12][CH2:13][CH2:14][Li:15].[S:16](=[O:17])(=[O:18])([c:19]1[cH:20][cH:21][c:22]([CH3:23])[cH:24][cH:25]1)[Cl:26]>>[Br:1][c:2]1[cH:3][n:4]([S:16](=[O:17])(=[O:18])[c:19]2[cH:20][cH:21][c:22]([CH3:23])[cH:24][cH:25]2)[c:5]2[n:6][cH:7][cH:8][cH:9][c:10]12.